Dataset: the Open Reaction Database (ORD), a public repository of structured organic reaction records. Task: describe an organic reaction: reactants, conditions, products, and yield As a reaction SMILES: [CH3:1][N:2]1[C:6]2[CH:7]=[CH:8][C:9]([N:11]([S:18]([C:21]3[CH:26]=[CH:25][CH:24]=[CH:23][CH:22]=3)(=[O:20])=[O:19])[CH2:12][C:13]([O:15]CC)=[O:14])=[CH:10][C:5]=2[N:4]=[C:3]1[CH2:27][NH:28][C:29]1[CH:34]=[CH:33][C:32]([C:35](=[NH:37])[NH2:36])=[CH:31][CH:30]=1.[OH-].[Na+]>>[CH3:1][N:2]1[C:6]2[CH:7]=[CH:8][C:9]([N:11]([S:18]([C:21]3[CH:22]=[CH:23][CH:24]=[CH:25][CH:26]=3)(=[O:20])=[O:19])[CH2:12][C:13]([OH:15])=[O:14])=[CH:10][C:5]=2[N:4]=[C:3]1[CH2:27][NH:28][C:29]1[CH:30]=[CH:31][C:32]([C:35](=[NH:36])[NH2:37])=[CH:33][CH:34]=1 |f:1.2|. Starting materials: CN1C(=NC2=C1C=CC(=C2)N(CC(=O)OCC)S(=O)(=O)C2=CC=CC=C2)CNC2=CC=C(C=C2)C(N)=N (1-methyl-2-[N-(4-amidinophenyl)-aminomethyl]-5-[N-(ethoxycarbonylmethyl)-benzenesulphonylamino]-benzimidazole), [OH-].[Na+] (sodium hydroxide). Procedure: Prepared analogously to Example 3 from 1-methyl-2-[N-(4-amidinophenyl)-aminomethyl]-5-[N-(ethoxycarbonylmethyl)-benzenesulphonylamino]-benzimidazole and sodium hydroxide solution. Product: CN1C(=NC2=C1C=CC(=C2)N(CC(=O)O)S(=O)(=O)C2=CC=CC=C2)CNC2=CC=C(C=C2)C(N)=N (1-methyl-2-[N-(4-amidinophenyl)-aminomethyl]-5-[N-(hydroxycarbonylmethyl)-benzenesulphonylamino]-benzimidazole). Starting materials: OC1=CC=C(C=C1)C1=NN=NN1 (5-(4-hydroxyphenyl)tetrazole), BrCC(=O)OCC (ethyl bromoacetate). Yields the product OC1=CC=C(C=C1)C1=NN=NN1CC(=O)OCC (Ethyl 5-(4-hydroxyphenyl)-1-tetrazoleacetate). Reaction SMILES: [OH:1][C:2]1[CH:7]=[CH:6][C:5]([C:8]2[NH:12][N:11]=[N:10][N:9]=2)=[CH:4][CH:3]=1.Br[CH2:14][C:15]([O:17][CH2:18][CH3:19])=[O:16]>>[OH:1][C:2]1[CH:7]=[CH:6][C:5]([C:8]2[N:12]([CH2:14][C:15]([O:17][CH2:18][CH3:19])=[O:16])[N:11]=[N:10][N:9]=2)=[CH:4][CH:3]=1. Procedure details: Feed materials: 5-(4-hydroxyphenyl)tetrazole and ethyl bromoacetate.